From a dataset of the Open Reaction Database (ORD), a public repository of structured organic reaction records. describe an organic reaction: reactants, conditions, products, and yield Reactants: [Al+3], COc1cc(Br)c(OC)c(CC(=O)O)c1, COc1ccccc1, CO, [Cl-], [Cl-], [Cl-], ClCCl, CN(C)C=O, O=S(Cl)Cl. Yields the product COc1ccc(C(=O)Cc2cc(OC)cc(Br)c2OC)cc1. RXN SMILES: [Al+3:29].[Br:1][c:2]1[c:3]([O:14][CH3:15])[c:4]([CH2:10][C:11](=[O:12])[OH:13])[cH:5][c:6]([O:8][CH3:9])[cH:7]1.[CH3:20][O:21][c:22]1[cH:23][cH:24][cH:25][cH:26][cH:27]1.[CH3:35][OH:36].[Cl-:28].[Cl-:30].[Cl-:31].[Cl:32][CH2:33][Cl:34].[O:37]=[CH:38][N:39]([CH3:40])[CH3:41].[S:16]([Cl:17])([Cl:18])=[O:19]>>[Br:1][c:2]1[c:3]([O:14][CH3:15])[c:4]([CH2:10][C:11](=[O:13])[c:25]2[cH:24][cH:23][c:22]([O:21][CH3:20])[cH:27][cH:26]2)[cH:5][c:6]([O:8][CH3:9])[cH:7]1.